From a dataset of the Open Reaction Database (ORD), a public repository of structured organic reaction records. describe an organic reaction: reactants, conditions, products, and yield Starting materials: Cl (hydrochloride), C(C)(C)(C)OC(=O)N1CC(CCC1)C1=CC=C(C=C1)OC (3-(4-methoxy-phenyl)-piperidine-1-carboxylic acid tert-butyl ester), ClC=1C=CC(=NC1)OCC1C(CNCC1)C1=CC(=C(C=C1)F)F (5-Chloro-2-[(3SR,4SR)-3-(3,4-difluoro-phenyl)-piperidin-4-ylmethoxy]-pyridine). Product: Cl.ClC=1C=CC(=NC1)OCC1C(CNCC1)C1=CC=C(C=C1)OC (5-Chloro-2-[3-(4-methoxy-phenyl)-piperidin-4-ylmethoxy]-pyridine, hydrochloride). As a reaction SMILES: [Cl:1][C:2]1[CH:3]=[CH:4][C:5]([O:8][CH2:9][CH:10]2[CH2:15][CH2:14][NH:13][CH2:12][CH:11]2[C:16]2[CH:21]=[CH:20][C:19](F)=[C:18](F)[CH:17]=2)=[N:6][CH:7]=1.Cl.[C:25]([O:29]C(N1CCCC(C2C=CC(OC)=CC=2)C1)=O)(C)(C)C>>[ClH:1].[Cl:1][C:2]1[CH:3]=[CH:4][C:5]([O:8][CH2:9][CH:10]2[CH2:15][CH2:14][NH:13][CH2:12][CH:11]2[C:16]2[CH:21]=[CH:20][C:19]([O:29][CH3:25])=[CH:18][CH:17]=2)=[N:6][CH:7]=1 |f:3.4|. Procedure details: In analogy to the procedure described for the synthesis of 5-Chloro-2-[(3SR,4SR)-3-(3,4-difluoro-phenyl)-piperidin-4-ylmethoxy]-pyridine; hydrochloride the title compound was prepared from 445-Chloro-pyridin-2-yloxymethyl)-3-(4-methoxy-phenyl)-piperidine-1-carboxylic acid tert-butyl ester as off-white foam (1:1 mixture cis:trans). MS (m/e): 333.4 [(M+H)+]. Reactants: BrC1=CC(=C(S1)C1=C(N=C2N1N=C(C=C2C(CC)CC)C)C)C (3-(5-bromo-3-methyl-thiophen-2-yl)-8-(1-ethyl-propyl)-2,6-dimethyl-imidazo[1,2-b]pyridazine), C1CCOC1 (THF), solution, [Br-].FC=1C=C(C=CC1F)[Zn+] (3,4-difluorophenylzinc bromide). The reagents and catalysts are C1=CC=C(C=C1)P([C-]2C=CC=C2)C3=CC=CC=C3.C1=CC=C(C=C1)P([C-]2C=CC=C2)C3=CC=CC=C3.Cl[Pd]Cl.[Fe+2] (PdCl2(dppf)). Product: FC=1C=C(C=CC1F)C1=CC(=C(S1)C1=C(N=C2N1N=C(C=C2C(CC)CC)C)C)C (3-[5-(3,4-difluoro-phenyl)-3-methyl-thiophen-2-yl]-8-(1-ethyl-propyl)-2,6-dimethyl-imidazo[1,2-b]pyridazine). Isolated yield 33.0%. As a reaction SMILES: Br[C:2]1[S:6][C:5]([C:7]2[N:11]3[N:12]=[C:13]([CH3:21])[CH:14]=[C:15]([CH:16]([CH2:19][CH3:20])[CH2:17][CH3:18])[C:10]3=[N:9][C:8]=2[CH3:22])=[C:4]([CH3:23])[CH:3]=1.[Br-].[F:25][C:26]1[CH:27]=[C:28]([Zn+])[CH:29]=[CH:30][C:31]=1[F:32].C1COCC1>C1C=CC(P(C2C=CC=CC=2)[C-]2C=CC=C2)=CC=1.C1C=CC(P(C2C=CC=CC=2)[C-]2C=CC=C2)=CC=1.Cl[Pd]Cl.[Fe+2]>[F:25][C:26]1[CH:27]=[C:28]([C:2]2[S:6][C:5]([C:7]3[N:11]4[N:12]=[C:13]([CH3:21])[CH:14]=[C:15]([CH:16]([CH2:19][CH3:20])[CH2:17][CH3:18])[C:10]4=[N:9][C:8]=3[CH3:22])=[C:4]([CH3:23])[CH:3]=2)[CH:29]=[CH:30][C:31]=1[F:32] |f:1.2,4.5.6.7|. Procedure: Using a procedure similar to Example 32, 3-(5-bromo-3-methyl-thiophen-2-yl)-8-(1-ethyl-propyl)-2,6-dimethyl-imidazo[1,2-b]pyridazine (0.50 g, 1.27 mmol) and PdCl2(dppf) (0.047 g, 0.064 mmol) and 0.5 M solution of 3,4-difluorophenylzinc bromide in THF (5.1 mL, 2.55 mmol) are reacted. The residue is purified by ISCO column chromatography (15%-20% EtOAc/hexane gradient) and is chromatographed (50×250 C18 Symmetry column, 30-80% water: 0.1% TPA/ACN: 0.1% TFA gradient) furnish the title compound (0.1...